Dataset: the Open Reaction Database (ORD), a public repository of structured organic reaction records. Task: describe an organic reaction: reactants, conditions, products, and yield The reactants are CC(C)C[Al+]CC(C)C, C1CCOC1, Cc1ccccc1, CC1(C)CCC(c2cc(F)cc(F)c2)NC1=O, [H-]. Yields the product CC1(C)CCC(c2cc(F)cc(F)c2)NC1. As a reaction SMILES: [CH2:2]([Al+:3][CH2:4][CH:5]([CH3:6])[CH3:7])[CH:8]([CH3:9])[CH3:10].[CH2:35]1[O:36][CH2:37][CH2:38][CH2:39]1.[CH3:28][c:29]1[cH:30][cH:31][cH:32][cH:33][cH:34]1.[F:11][c:12]1[cH:13][c:14]([CH:19]2[CH2:20][CH2:21][C:22]([CH3:26])([CH3:27])[C:23](=[O:25])[NH:24]2)[cH:15][c:16]([F:18])[cH:17]1.[H-:1]>>[F:11][c:12]1[cH:13][c:14]([CH:19]2[CH2:20][CH2:21][C:22]([CH3:26])([CH3:27])[CH2:23][NH:24]2)[cH:15][c:16]([F:18])[cH:17]1. Reactants: [Br-], CC(=O)C1(Br)CCC2C(=CBr)CCCC21C, CN(C)C=O, [Li+], [Li+], [Li+], O=C([O-])[O-], O. Yields the product CC(=O)C1=CCC2C(=CBr)CCCC12C. As a reaction SMILES: [Br-:18].[Br:1][C:2]1([C:14]([CH3:15])=[O:16])[CH2:3][CH2:4][CH:5]2[C:6](=[CH:12][Br:13])[CH2:7][CH2:8][CH2:9][C:10]12[CH3:11].[CH3:26][N:27]([CH3:28])[CH:29]=[O:30].[Li+:17].[Li+:19].[Li+:20].[O-:21][C:22](=[O:23])[O-:24].[OH2:25]>>[C:2]1([C:14]([CH3:15])=[O:16])=[CH:3][CH2:4][CH:5]2[C:6](=[CH:12][Br:13])[CH2:7][CH2:8][CH2:9][C:10]12[CH3:11]. The solvent is C(Cl)Cl (methylene chloride), C(Cl)Cl (methylene chloride), C(Cl)Cl (methylene chloride), C(Cl)Cl (methylene chloride). Procedure: A solution of (R)-3-cyclopentyl-2-(4-methanesulfonyl-3-methoxy-phenyl)-propionic acid (60 mg, 0.18 mmol) was dissolved in methylene chloride (5 mL) and N,N-dimethylformamide (one drop) and cooled to 0° C. To this solution was added dropwise a solution of oxalyl chloride in methylene chloride (2 M solution, 110 μL, 0.21 mmol) which produced gas evolution and it was then warmed to 25° C. and stirred for 1 h. After this time, the reaction was concentrated in vacuo to about 2 mL. In a separate round... Reaction conditions: temperature 25 celsius, time 1 hour. Yield: 73.1%. Yields the product C1(CCCC1)C[C@@H](C(=O)NC1=NN(C=C1)CC(C)(C)O)C1=CC(=C(C=C1)S(=O)(=O)C)OC ((R)-3-cyclopentyl-N-[1-(2-hydroxy-2-methyl-propyl)-1H-pyrazol-3-yl]-2-(4-methanesulfonyl-3-methoxy-phenyl)-propionamide). As a reaction SMILES: [CH:1]1([CH2:6][C@H:7]([C:11]2[CH:16]=[CH:15][C:14]([S:17]([CH3:20])(=[O:19])=[O:18])=[C:13]([O:21][CH3:22])[CH:12]=2)[C:8]([OH:10])=O)[CH2:5][CH2:4][CH2:3][CH2:2]1.C(Cl)(=O)C(Cl)=O.[NH2:29][C:30]1[CH:34]=[CH:33][N:32]([CH2:35][C:36]([CH3:39])([OH:38])[CH3:37])[N:31]=1.N1C(C)=CC=CC=1C>C(Cl)Cl.CN(C)C=O>[CH:1]1([CH2:6][C@H:7]([C:11]2[CH:16]=[CH:15][C:14]([S:17]([CH3:20])(=[O:18])=[O:19])=[C:13]([O:21][CH3:22])[CH:12]=2)[C:8]([NH:29][C:30]2[CH:34]=[CH:33][N:32]([CH2:35][C:36]([OH:38])([CH3:37])[CH3:39])[N:31]=2)=[O:10])[CH2:2][CH2:3][CH2:4][CH2:5]1. Reactants: C(C(=O)Cl)(=O)Cl (oxalyl chloride), NC1=NN(C=C1)CC(C)(O)C (1-(3-amino-pyrazol-1-yl)-2-methyl-propan-2-ol), N1=C(C=CC=C1C)C (2,6-lutidine), acid chloride, C1(CCCC1)C[C@@H](C(=O)O)C1=CC(=C(C=C1)S(=O)(=O)C)OC ((R)-3-cyclopentyl-2-(4-methanesulfonyl-3-methoxy-phenyl)-propionic acid). Reagents/catalysts: CN(C=O)C (N,N-dimethylformamide). Reactants: COC(=O)CC[C@@H](C(=O)O)N (L-glutamic acid-γ-methyl ester), C(C)N (ethylamine), C(C)(=O)CC(C)=O (acetylacetone), C(CCC)N(CCCC)CCCC (tri-n-butylamine). The solvent is CO (methanol). Run at temperature 60 celsius. Product: N[C@@H](CCC(=O)NCC)C(=O)O (theanine). Yield: 66.7%. RXN SMILES: CO[C:3]([CH2:5][CH2:6][C@H:7]([NH2:11])[C:8]([OH:10])=[O:9])=[O:4].C(CC(=O)C)(=O)C.[CH2:19]([N:23](CCCC)CCCC)[CH2:20]CC.C(N)C>CO>[NH2:11][C@H:7]([C:8]([OH:10])=[O:9])[CH2:6][CH2:5][C:3]([NH:23][CH2:19][CH3:20])=[O:4]. Reported procedure: First, 5.0 g (31 mmol) of L-glutamic acid-γ-methyl ester was suspended in 15 mL of methanol. To this, 3.4 g (34 mmol) of acetylacetone and 5.7 g (31 mmol) of tri-n-butylamine were added. The mixture was heated at 60° C. for 2 hours. Subsequently, 20 g (310 mmol) of 70% ethylamine was added to the mixture and the same procedure as in Example 1 was performed to obtain 3.6 g of theanine (yield: 66.7%). The obtained theanine had the same purity as high as in Example 1. Reactants: OC1=NSC(=N1)SCC1=CC=C(C=C1)Cl (3-hydroxy -5-p-chlorobenzylthio-1,2,4-thiadiazole), P(=S)(OC)(OC)Cl (dimethyl chlorothiophosphate). Product: COP(=S)(OC)OC1=NSC(=N1)SCC1=CC=C(C=C1)Cl (3-(dimethoxythiophosphoryloxy)-5-p-chlorobenzylthio-1,2,4-thiadiazole). RXN SMILES: [OH:1][C:2]1[N:6]=[C:5]([S:7][CH2:8][C:9]2[CH:14]=[CH:13][C:12]([Cl:15])=[CH:11][CH:10]=2)[S:4][N:3]=1.[P:16](Cl)([O:20][CH3:21])([O:18][CH3:19])=[S:17]>>[CH3:19][O:18][P:16]([O:1][C:2]1[N:6]=[C:5]([S:7][CH2:8][C:9]2[CH:14]=[CH:13][C:12]([Cl:15])=[CH:11][CH:10]=2)[S:4][N:3]=1)([O:20][CH3:21])=[S:17]. Reported procedure: Using the procedure of Step B of Example 1, 3-hydroxy -5-p-chlorobenzylthio-1,2,4-thiadiazole and dimethyl chlorothiophosphate were reacted to obtain 3-(dimethoxythiophosphoryloxy)-5-p-chlorobenzylthio-1,2,4-thiadiazole with a refractive index of nD20 = 1.605 and Rf = 0.35. Yields the product CC(c1cc(F)ccc1O)c1cc(Cl)cc(Cl)c1O. The reactants are CC(O)c1cc(Cl)cc(Cl)c1O, Oc1ccc(F)cc1, Cc1ccc(S(=O)(=O)O)cc1, c1ccccc1. RXN SMILES: [Cl:1][c:2]1[c:3]([OH:12])[c:4]([CH:9]([CH3:10])[OH:11])[cH:5][c:6]([Cl:8])[cH:7]1.[F:13][c:14]1[cH:15][cH:16][c:17]([OH:20])[cH:18][cH:19]1.[c:21]1([CH3:22])[cH:23][cH:24][c:25]([S:26]([OH:27])(=[O:28])=[O:29])[cH:30][cH:31]1.[cH:32]1[cH:33][cH:34][cH:35][cH:36][cH:37]1>>[Cl:1][c:2]1[c:3]([OH:12])[c:4]([CH:9]([CH3:10])[c:18]2[c:17]([OH:20])[cH:16][cH:15][c:14]([F:13])[cH:19]2)[cH:5][c:6]([Cl:8])[cH:7]1. Starting materials: ClC=1C=C(C=C(C1)Cl)CS(=O)(=O)C=1C=C2/C(/C(NC2=CC1)=O)=C/C1=C(C(=C(N1)C)C(=O)O)C (5-[5-(3,5-Dichloro-phenylmethanesulfonyl)-2-oxo-1,2-dihydro-indol-(3Z)-ylidenemethyl]-2,4-dimethyl-1H-pyrrole-3-carboxylic acid), CCN=C=NCCCN(C)C.Cl (EDAC.HCl), TEA, C[C@H]1N[C@H](CNC1)C ((2R,6S)-2,6-dimethyl-piperazine), C=1C=CC2=C(C1)N=NN2O (HOBt). Yields the product ClC=1C=C(C=C(C1)Cl)CS(=O)(=O)C=1C=C2/C(/C(NC2=CC1)=O)=C/C=1NC(=C(C1C)C(=O)N1C[C@H](N[C@H](C1)C)C)C (5-(3,5-Dichloro-phenylmethanesulfonyl)-3-[1-[4-((3R,5S)-3,5-dimethyl-piperazine-1-carbonyl)-3,5-dimethyl-1H-pyrrol-2-yl]-meth-(Z)-ylidene]-1,3-dihydro-indol-2-one). Reaction SMILES: [Cl:1][C:2]1[CH:3]=[C:4]([CH2:9][S:10]([C:13]2[CH:14]=[C:15]3[C:19](=[CH:20][CH:21]=2)[NH:18][C:17](=[O:22])/[C:16]/3=[CH:23]\[C:24]2[NH:28][C:27]([CH3:29])=[C:26]([C:30]([OH:32])=O)[C:25]=2[CH3:33])(=[O:12])=[O:11])[CH:5]=[C:6]([Cl:8])[CH:7]=1.[CH3:34][C@@H:35]1[CH2:40][NH:39][CH2:38][C@H:37]([CH3:41])[NH:36]1.C1C=CC2N(O)N=NC=2C=1.CCN=C=NCCCN(C)C.Cl>>[Cl:8][C:6]1[CH:5]=[C:4]([CH2:9][S:10]([C:13]2[CH:14]=[C:15]3[C:19](=[CH:20][CH:21]=2)[NH:18][C:17](=[O:22])/[C:16]/3=[CH:23]\[C:24]2[NH:28][C:27]([CH3:29])=[C:26]([C:30]([N:39]3[CH2:38][C@H:37]([CH3:41])[NH:36][C@H:35]([CH3:34])[CH2:40]3)=[O:32])[C:25]=2[CH3:33])(=[O:12])=[O:11])[CH:3]=[C:2]([Cl:1])[CH:7]=1 |f:3.4|. Reported procedure: 5-[5-(3,5-Dichloro-phenylmethanesulfonyl)-2-oxo-1,2-dihydro-indol-(3Z)-ylidenemethyl]-2,4-dimethyl-1H-pyrrole-3-carboxylic acid (120 mg, 0.24 mmol) was coupled with (2R,6S)-2,6-dimethyl-piperazine (34 mg, 1.2 eq.) using HOBt (1.2 eq.), EDAC.HCl (1.2 eq.) and TEA (1.2 eq.) to give the titled compound.